From a dataset of the Open Reaction Database (ORD), a public repository of structured organic reaction records. describe an organic reaction: reactants, conditions, products, and yield The reactants are FC1=C(C=CC=C1)C1=C2CCNC2=CC=C1 (4-(2-fluorophenyl)-2,3-dihydro-1H-indole), Cl.CN(CCCN=C=NCC)C (N-[3-(dimethylamino)propyl]-N′-ethylcarbodiimide hydrochloride), N1(CCOCC1)C=1N=C(NC(C1)=O)CC(=O)[O-].[Na+] (sodium [4-(morpholin-4-yl)-6-oxo-1,6-dihydropyrimidin-2-yl]acetate). Run in N1=CC=CC=C1 (pyridine), C(C)(=O)OCC (ethyl acetate). Conditions: time 3 day. Product: FC1=C(C=CC=C1)C1=C2CCN(C2=CC=C1)C(CC1=NC(=CC(N1)=O)N1CCOCC1)=O (2-{2-[4-(2-fluorophenyl)-2,3-dihydro-1H-indol-1-yl]-2-oxoethyl}-6-(morpholin-4-yl)pyrimidin-4(3H)-one). Isolated yield 79.8%. RXN SMILES: [F:1][C:2]1[CH:7]=[CH:6][CH:5]=[CH:4][C:3]=1[C:8]1[CH:16]=[CH:15][CH:14]=[C:13]2[C:9]=1[CH2:10][CH2:11][NH:12]2.Cl.CN(C)CCCN=C=NCC.[N:29]1([C:35]2[N:36]=[C:37]([CH2:42][C:43]([O-])=[O:44])[NH:38][C:39](=[O:41])[CH:40]=2)[CH2:34][CH2:33][O:32][CH2:31][CH2:30]1.[Na+]>N1C=CC=CC=1.C(OCC)(=O)C>[F:1][C:2]1[CH:7]=[CH:6][CH:5]=[CH:4][C:3]=1[C:8]1[CH:16]=[CH:15][CH:14]=[C:13]2[C:9]=1[CH2:10][CH2:11][N:12]2[C:43](=[O:44])[CH2:42][C:37]1[NH:38][C:39](=[O:41])[CH:40]=[C:35]([N:29]2[CH2:30][CH2:31][O:32][CH2:33][CH2:34]2)[N:36]=1 |f:1.2,3.4|. Procedure: 115 mg of 4-(2-fluorophenyl)-2,3-dihydro-1H-indole (diluted in 3 ml of pyridine) and 125 mg of N-[3-(dimethylamino)propyl]-N′-ethylcarbodiimide hydrochloride are successively added to a solution of 211 mg of sodium [4-(morpholin-4-yl)-6-oxo-1,6-dihydropyrimidin-2-yl]acetate (example 1d, step 2d) in 3 ml of pyridine. The reaction mixture is stirred at ambient temperature for 3 days. The reaction medium is diluted in ethyl acetate (100 ml) and then successively washed with an aqueous 1N hydrochlor... Starting materials: N1(C=NC=C1)C1C([C@@H]2[C@@H](CN(C2)C(=O)OC(C)(C)C)C1)=O ((3aR,6aS)-tert-butyl 5-(1H-imidazol-1-yl)-4-oxohexahydrocyclopenta[c]pyrrole-2(1H)-carboxylate), [BH4-].[Na+] (sodium borohydride). Run in CO (methanol). Yields the product OC1C(C[C@@H]2CN(C[C@@H]21)C(=O)OC(C)(C)C)N2C=NC=C2 ((3aR,6aS)-tert-butyl 4-hydroxy-5-(1H-imidazol-1-yl)hexahydrocyclopenta[c]pyrrole-2(1H)-carboxylate). RXN SMILES: [N:1]1([CH:6]2[CH2:20][C@@H:9]3[CH2:10][N:11]([C:13]([O:15][C:16]([CH3:19])([CH3:18])[CH3:17])=[O:14])[CH2:12][C@@H:8]3[C:7]2=[O:21])[CH:5]=[CH:4][N:3]=[CH:2]1.[BH4-].[Na+]>CO>[OH:21][CH:7]1[C@@H:8]2[C@@H:9]([CH2:10][N:11]([C:13]([O:15][C:16]([CH3:17])([CH3:18])[CH3:19])=[O:14])[CH2:12]2)[CH2:20][CH:6]1[N:1]1[CH:5]=[CH:4][N:3]=[CH:2]1 |f:1.2|. Procedure: (3aR,6aS)-tert-Butyl 5-(1H-imidazol-1-yl)-4-oxohexahydrocyclopenta[c]pyrrole-2(1H)-carboxylate (75 mg, 0.257 mmol) from Step 2 in methanol (2 mL) was cooled in a dry ice/acetone bath to −78° C., and sodium borohydride (11.69 mg, 0.309 mmol) was added. The reaction was allowed to warm to ambient temperature over 6 hours. Then the reaction mixture was partially concentrated, quenched with 10 mL of aqueous ammonium chloride, diluted with water, and extracted with 2×20 mL of ethyl acetate. The extra... Reactants: mixture, S(O)(O)(=O)=O (sulfuric acid), ClC1=CC=C(C=C1)N1N=C(C(=CC1=O)C(F)(F)F)C(=O)OCC (2-(4-chlorophenyl)-6-ethoxycarbonyl-5-trifluoromethylpyridazin-3-one), compound 1-51. Solvent: O (water), O (water). Run at temperature 150 celsius. The product is ClC1=CC=C(C=C1)N1N=CC(=CC1=O)C(F)(F)F (2-(4-chlorophenyl)-5-trifluoromethylpyridazin-3-one). Isolated yield 45.4%. RXN SMILES: S(=O)(=O)(O)O.[Cl:6][C:7]1[CH:12]=[CH:11][C:10]([N:13]2[C:18](=[O:19])[CH:17]=[C:16]([C:20]([F:23])([F:22])[F:21])[C:15](C(OCC)=O)=[N:14]2)=[CH:9][CH:8]=1>O>[Cl:6][C:7]1[CH:8]=[CH:9][C:10]([N:13]2[C:18](=[O:19])[CH:17]=[C:16]([C:20]([F:22])([F:21])[F:23])[CH:15]=[N:14]2)=[CH:11][CH:12]=1. Procedure details: Two mililiters (2 ml) of a mixture of sulfuric acid and water (v/v=1/1), and 0.5 g of 2-(4-chlorophenyl)-6-ethoxycarbonyl-5-trifluoromethylpyridazin-3-one (the present compound 1-51) were mixed and heated for 5 hours on a 150° C. oil bath. The reaction solution was cooled to room temperature, poured into water and extracted with 100 ml of ethyl acetate. The organic layer was washed with 50 ml of saturated sodium chloride solution twice and dried over anhydrous magnesium sulfate. The solvent was ... The reactants are NC1=C(C=C(C=2C(C3=CC=CC=C3C(C12)=O)=O)SC1=CC(=C(C=C1)S(=O)(=O)O)N)Br (1-Amino-2-bromo-4-(3'-amino-4'-sulfophenylthio)anthraquinone), N1=C(Cl)N=C(Cl)N=C1Cl (cyanuric chloride), 1-aminobenzene 4-β-sulfatoethylsulfone, NC=1C=C(C=CC1)S(=O)(=O)O (3-aminobenzenesulfonic acid). Yields the product C1=CC=CC=2C(C3=CC=CC=C3C(C12)=O)=O (anthraquinone). RXN SMILES: N[C:2]1[C:15]2[C:14](=[O:16])[C:13]3[C:8](=[CH:9][CH:10]=[CH:11][CH:12]=3)[C:7](=[O:17])[C:6]=2[C:5](SC2C=CC(S(O)(=O)=O)=C(N)C=2)=[CH:4][C:3]=1Br.N1C(Cl)=NC(Cl)=NC=1Cl.NC1C=C(S(O)(=O)=O)C=CC=1>>[CH:9]1[C:8]2[C:7](=[O:17])[C:6]3[C:15](=[CH:2][CH:3]=[CH:4][CH:5]=3)[C:14](=[O:16])[C:13]=2[CH:12]=[CH:11][CH:10]=1. Procedure details: 1-Amino-2-bromo-4-(3'-amino-4'-sulfophenylthio)anthraquinone (10.1 parts), cyanuric chloride (3.7 parts) and 1-aminobenzene-4-β-sulfatoethylsulfone (5.6 parts) were subjected to condensation reactions one after another in an aqueous medium in a usual manner, followed by a condensation reaction with 3-aminobenzenesulfonic acid (3.5 parts) at 50° to 70° C. under a weak acid condition. Thereafter, salting out of the reaction mixture gave an anthraquinone compound of the following formula (free acid...